From a dataset of the Open Reaction Database (ORD), a public repository of structured organic reaction records. describe an organic reaction: reactants, conditions, products, and yield Starting materials: [C-]#N, [C-]#N, CN(C)C=O, Clc1ccc(Cc2cc(C3OC(COCc4ccccc4)C(OCc4ccccc4)C(OCc4ccccc4)C3OCc3ccccc3)ccc2Cl)nn1, [Pd], [Zn+2], c1ccc(P(c2ccccc2)c2ccccc2)cc1, c1ccc(P(c2ccccc2)c2ccccc2)cc1, c1ccc(P(c2ccccc2)c2ccccc2)cc1, c1ccc(P(c2ccccc2)c2ccccc2)cc1. Product: N#Cc1ccc(Cc2cc(C3OC(COCc4ccccc4)C(OCc4ccccc4)C(OCc4ccccc4)C3OCc3ccccc3)ccc2Cl)nn1. As a reaction SMILES: [C-:60]#[N:61].[C-:63]#[N:64].[CH3:55][N:56]([CH3:57])[CH:58]=[O:59].[Cl:1][c:2]1[n:3][n:4][c:5]([CH2:8][c:9]2[c:10]([Cl:54])[cH:11][cH:12][c:13]([CH:15]3[O:16][CH:17]([CH2:45][O:46][CH2:47][c:48]4[cH:49][cH:50][cH:51][cH:52][cH:53]4)[CH:18]([O:37][CH2:38][c:39]4[cH:40][cH:41][cH:42][cH:43][cH:44]4)[CH:19]([O:29][CH2:30][c:31]4[cH:32][cH:33][cH:34][cH:35][cH:36]4)[CH:20]3[O:21][CH2:22][c:23]3[cH:24][cH:25][cH:26][cH:27][cH:28]3)[cH:14]2)[cH:6][cH:7]1.[Pd:65].[Zn+2:62].[c:104]1([P:105]([c:106]2[cH:107][cH:108][cH:109][cH:110][cH:111]2)[c:112]2[cH:113][cH:114][cH:115][cH:116][cH:117]2)[cH:118][cH:119][cH:120][cH:121][cH:122]1.[c:123]1([P:124]([c:125]2[cH:126][cH:127][cH:128][cH:129][cH:130]2)[c:131]2[cH:132][cH:133][cH:134][cH:135][cH:136]2)[cH:137][cH:138][cH:139][cH:140][cH:141]1.[c:66]1([P:67]([c:68]2[cH:69][cH:70][cH:71][cH:72][cH:73]2)[c:74]2[cH:75][cH:76][cH:77][cH:78][cH:79]2)[cH:80][cH:81][cH:82][cH:83][cH:84]1.[c:85]1([P:86]([c:87]2[cH:88][cH:89][cH:90][cH:91][cH:92]2)[c:93]2[cH:94][cH:95][cH:96][cH:97][cH:98]2)[cH:99][cH:100][cH:101][cH:102][cH:103]1>>[c:2]1([C:55]#[N:56])[n:3][n:4][c:5]([CH2:8][c:9]2[c:10]([Cl:54])[cH:11][cH:12][c:13]([CH:15]3[O:16][CH:17]([CH2:45][O:46][CH2:47][c:48]4[cH:49][cH:50][cH:51][cH:52][cH:53]4)[CH:18]([O:37][CH2:38][c:39]4[cH:40][cH:41][cH:42][cH:43][cH:44]4)[CH:19]([O:29][CH2:30][c:31]4[cH:32][cH:33][cH:34][cH:35][cH:36]4)[CH:20]3[O:21][CH2:22][c:23]3[cH:24][cH:25][cH:26][cH:27][cH:28]3)[cH:14]2)[cH:6][cH:7]1.